From a dataset of the Open Reaction Database (ORD), a public repository of structured organic reaction records. describe an organic reaction: reactants, conditions, products, and yield Starting materials: anhydride, CC(=O)OCC1=C2C=CC=CC2=C(C3=CC=CC=C31)COC(=O)C (acetic), C(CC)(=O)O (propionic acid), O(C(=S)[S-])CC (ethyl xanthate), C=C1CS[C@H]2N(C1C(=O)[O-])C(C2)=O (3-methylenecepham-4-carboxylate), C=C1CS[C@H]2N(C1C(=O)O)C(C2)=O (3-methylenecepham-4-carboxylic acid), 3-ethoxythionocarbonylthiomethyl-7-amino-Δ3 cephem-4-carboxylic acid, CC(=O)OCC1=C(N2[C@@H]([C@@H](C2=O)N)SC1)C(=O)O (7-aminocephalosporanic acid), carboxylic acid, C=C1CS[C@H]2N(C1C(=O)O)C(C2)=O (3-methylenecepham-4-carboxylic acid). The reagents and catalysts are [Ni] (Raney nickel). Product: C=C1CS[C@H]2N(C1C(=O)O)C(C2N)=O (3-methylene-7-aminocepham-4-carboxylic acid). As a reaction SMILES: C=C1C(C([O-])=O)N2C(=O)C[C@H]2SC1.C=C1C(C(O)=O)N2C(=O)C[C@H]2SC1.CC(OCC1C2C(=CC=CC=2)C(COC(C)=O)=C2C=1C=CC=C2)=O.C(O)(=O)CC.CC(O[CH2:60][C:61]1[CH2:70][S:69][C@@H:64]2[C@H:65]([NH2:68])[C:66](=[O:67])[N:63]2[C:62]=1[C:71]([OH:73])=[O:72])=O.O(CC)C([S-])=S>[Ni]>[CH2:60]=[C:61]1[CH:62]([C:71]([OH:73])=[O:72])[N:63]2[C:66](=[O:67])[CH:65]([NH2:68])[C@H:64]2[S:69][CH2:70]1. Procedure: Consequently, when it is desired to prepare a 3-methylenecepham-4-carboxylate of the Formula I, wherein R1 is a carboxylic acid protecting group which is susceptible to cleavage under the conditions of the reductive displacement reaction, the unprotected 3-methylenecepham-4-carboxylic acid can be first prepared. Following the reductive displacement reaction the 3-methylenecepham-4-carboxylic acid reduction product can be isolated and then protected with the desired ester group by esterification ... Starting materials: CO, CCCCCC(=O)c1ccc(OC(C)(C)C)s1, Cl. Product: CCCCCC(=O)c1ccc(O)s1. RXN SMILES: [CH3:19][OH:20].[CH3:1][C:2]([CH3:3])([O:4][c:5]1[cH:6][cH:7][c:8]([C:10]([CH2:11][CH2:12][CH2:13][CH2:14][CH3:15])=[O:16])[s:9]1)[CH3:17].[ClH:18]>>[OH:4][c:5]1[cH:6][cH:7][c:8]([C:10]([CH2:11][CH2:12][CH2:13][CH2:14][CH3:15])=[O:16])[s:9]1. The reactants are P(=O)(Cl)(Cl)Cl (Phosphorus oxychloride), N=1C=CN2C1C=CC=C2 (imidazo[1,2-a]pyridine), CN(C=O)C (dimethylformamide), [OH-].[Na+] (sodium hydroxide). Solvent: O (water). Run at time 2 hour. The product is N=1C=C(N2C1C=CC=C2)C=O (3-imidazo[1,2-a]pyridinecarboxaldehyde). RXN SMILES: [N:1]1[CH:2]=[CH:3][N:4]2[CH:9]=[CH:8][CH:7]=[CH:6][C:5]=12.P(Cl)(Cl)(Cl)=O.[OH-].[Na+].CN(C)[CH:19]=[O:20]>O>[N:1]1[CH:2]=[C:3]([CH:19]=[O:20])[N:4]2[CH:9]=[CH:8][CH:7]=[CH:6][C:5]=12 |f:2.3|. Reported procedure: A mixture of 9.4 g (0.1 mole) of 2-aminopyridine and 19.2 g (0.11 mole) of 45% aqueous chloroacetaldehyde was stirred, during which spontaneous heating occurred. When the exothermic reaction subsided, the mixture was dissolved in methanol containing 15 ml of concentrated aqueous ammonia and extracted with dichloromethane. The organic layer was dried over magnesium sulfate, filtered, and concentrated in vacuo to an oil. Distillation at 80-83° and 0.2 mm Hg pressure yielded 10.5 g of imidazo[1,2-a... Reaction SMILES: [CH3:1][N:2]([CH:4]=O)[CH3:3].[C:6](=[O:9])([O-])[O-:7].[K+].[K+].S(O[CH:17]([C:31]#[N:32])[C:18]1[CH:23]=[CH:22][CH:21]=[C:20]([O:24][C:25]2[CH:30]=[CH:29][CH:28]=[CH:27][CH:26]=2)[CH:19]=1)(=O)(=O)C>C1COCC1.CCOCC>[CH2:4]1[C:23]2[C:18](=[CH:19][CH:20]=[CH:21][CH:22]=2)[CH2:3][N:2]1[CH:1]([CH:25]([CH3:30])[CH3:26])[C:6]([O:7][CH:17]([C:31]#[N:32])[C:18]1[CH:23]=[CH:22][CH:21]=[C:20]([O:24][C:25]2[CH:30]=[CH:29][CH:28]=[CH:27][CH:26]=2)[CH:19]=1)=[O:9] |f:1.2.3|. Reaction conditions: time 20 hour. Reactants: acid, CN(C)C=O (DMF), C([O-])([O-])=O.[K+].[K+] (potassium carbonate), S(C)(=O)(=O)OC(C1=CC(=CC=C1)OC1=CC=CC=C1)C#N (α-cyano-m-phenoxybenzyl mesylate). Product: C1N(CC2=CC=CC=C12)C(C(=O)OC(C1=CC(=CC=C1)OC1=CC=CC=C1)C#N)C(C)C (α-cyano-m-phenoxybenzyl 2-(2-isoindolinyl)-3-methylbutanoate). The solvent is C1CCOC1 (THF), CCOCC (ether). Procedure: To the above acid (1 g, 4.6 mmol) in 12 ml THF is added 8 ml of DMF and potassium carbonate (0.63 g, 5 mmol) followed by α-cyano-m-phenoxybenzyl mesylate (1.31 g, 5 mmol). The reaction mixture is stirred, under nitrogen, at RT for 20 hours. The reaction mixture is then diluted with ether. The organic layer is washed with water and brine, dried and solvent removed under vacuum. The residue is purified by prep. TLC to give α-cyano-m-phenoxybenzyl 2-(2-isoindolinyl)-3-methylbutanoate. The reactants are CCO[PH](=O)CC(C)C, C=C(C(=O)OCC)P(=O)(OCC)OCC, [Li]CCCC, CCCCCC, CC(C)NC(C)C, O=Cc1ccccc1, [Cl-], [NH4+], C1CCOC1. Yields the product CCOC(=O)C(=Cc1ccccc1)CP(=O)(CC(C)C)OCC. Reaction SMILES: [CH2:19]([CH:20]([CH3:21])[CH3:22])[PH:23]([O:24][CH2:25][CH3:26])=[O:27].[CH2:28]([O:29][P:30]([O:31][CH2:32][CH3:40])([C:33]([C:34](=[O:35])[O:36][CH2:37][CH3:38])=[CH2:39])=[O:41])[CH3:42].[CH2:7]([Li:8])[CH2:9][CH2:10][CH3:11].[CH3:1][CH2:2][CH2:3][CH2:4][CH2:5][CH3:6].[CH:12]([NH:13][CH:14]([CH3:15])[CH3:16])([CH3:17])[CH3:18].[CH:43](=[O:44])[c:45]1[cH:46][cH:47][cH:48][cH:49][cH:50]1.[Cl-:51].[NH4+:52].[O:53]1[CH2:54][CH2:55][CH2:56][CH2:57]1>>[CH2:19]([CH:20]([CH3:21])[CH3:22])[P:23]([O:24][CH2:25][CH3:26])(=[O:27])[CH2:39][C:33]([C:34](=[O:35])[O:36][CH2:37][CH3:38])=[CH:43][c:45]1[cH:46][cH:47][cH:48][cH:49][cH:50]1.